From a dataset of the Open Reaction Database (ORD), a public repository of structured organic reaction records. describe an organic reaction: reactants, conditions, products, and yield Run in CC(C)O (2-propanol). The product is C(\C=C/C(=O)O)(=O)O.C1(=CC=CC=C1)C(C)N1CC(C1)C#N (1-(1-Phenylethyl)-3-azetidinecarbonitrile (Z)-2-butenedioate). Procedure: A slurry of methanesulfonate ester of 1-(1-phenylethyl)azetidin-3-ol (60.4 g, 223 mmol), potassium cyanide (43.5 g, 669 mmol) and methanol (350 mol) were allowed to stir at ambient temperature for 72 h. The reaction mixture was filtered and the filtrate was concentrated in vacuo. The residue was partitioned between 300 mL of an aqueous 20% potassium carbonate solution and 400 mL of diethyl ether. The organic layer was separated, dried (MgSO4) and concentrated in vacuo. The residue was chromatogr... Conditions: time 72 hour. As a reaction SMILES: [C:1]1([CH:7]([N:9]2[CH2:12][CH:11](O)[CH2:10]2)[CH3:8])[CH:6]=[CH:5][CH:4]=[CH:3][CH:2]=1.[C-:14]#[N:15].[K+].CO.[C:19]([OH:26])(=[O:25])/[CH:20]=[CH:21]\[C:22]([OH:24])=[O:23]>CC(O)C>[C:19]([OH:26])(=[O:25])/[CH:20]=[CH:21]\[C:22]([OH:24])=[O:23].[C:1]1([CH:7]([N:9]2[CH2:12][CH:11]([C:14]#[N:15])[CH2:10]2)[CH3:8])[CH:6]=[CH:5][CH:4]=[CH:3][CH:2]=1 |f:1.2,6.7|. Reactants: methanesulfonate ester, CO (methanol), C(\C=C/C(=O)O)(=O)O (maleic acid), C1(=CC=CC=C1)C(C)N1CC(C1)O (1-(1-phenylethyl)azetidin-3-ol), [C-]#N.[K+] (potassium cyanide). The reactants are C1(CCCCC1)C[C@@H]1OC1 ((S)-cyclohexylmethyloxirane), [NH4+].[Cl-] (NH4Cl), C(C)S (Ethanethiol), [H-].[Na+] (NaH). The solvent is CN(C)C=O (DMF), CN(C)C=O (DMF). Reaction conditions: time 15 minute. The product is C1(CCCCC1)C[C@@H](CSCC)O ((S)-3-cyclohexyl-1-ethylthiopropan-2-ol). Yield: 81.7%. As a reaction SMILES: [CH2:1]([SH:3])[CH3:2].[H-].[Na+].[CH:6]1([CH2:12][C@H:13]2[CH2:15][O:14]2)[CH2:11][CH2:10][CH2:9][CH2:8][CH2:7]1.[NH4+].[Cl-]>CN(C=O)C>[CH:6]1([CH2:12][C@H:13]([OH:14])[CH2:15][S:3][CH2:1][CH3:2])[CH2:11][CH2:10][CH2:9][CH2:8][CH2:7]1 |f:1.2,4.5|. Procedure details: Ethanethiol (317 μL, 4.3 mmol) was added to a 60% dispersion in mineral oil NaH (180 mg, 4.5 mmol) slurry in DMF (26 mL) at ambient temperature. After stirring for 15 minutes, the product from Example 15C (300 mg, 2.1 mmol) in DMF (2.0 mL) was added to the reaction vessel. After stirring for 30 minutes, a solution of saturated NH4Cl was added to the mixture followed by extraction with EtOAc (2×). The organics were combined, dried (MgSO4), and concentrated. The residue was chromatographed (silica... The reactants are CC1(C(C1C(C(C(F)(F)F)(Cl)Cl)OS(=O)(=O)C)C(=O)OCC1=C(C(=CC=C1)C1=CC=CC=C1)C)C ((2-methyl-3-phenylphenyl)methyl 2,2-dimethyl-3-(1-methanesulfonyloxy-2,2-dichloro-3,3,3-trifluoropropyl)cyclopropanecarboxylate). The reagents and catalysts are [Zn] (zinc). Solvent: CN(C)C=O (DMF). Conditions: temperature 50 celsius, time 1 hour. Product: CC1(C(C1C=C(C(F)(F)F)Cl)C(=O)OCC1=C(C(=CC=C1)C1=CC=CC=C1)C)C ((2-methyl-3-phenylphenyl)methyl 2,2-dimethyl-3-(2-chloro-3,3,3-trifluoro-1-propenyl)cyclopropanecarboxylate). Yield: 947.5%. RXN SMILES: [CH3:1][C:2]1([CH3:35])[CH:4]([CH:5](OS(C)(=O)=O)[C:6](Cl)([Cl:11])[C:7]([F:10])([F:9])[F:8])[CH:3]1[C:18]([O:20][CH2:21][C:22]1[CH:27]=[CH:26][CH:25]=[C:24]([C:28]2[CH:33]=[CH:32][CH:31]=[CH:30][CH:29]=2)[C:23]=1[CH3:34])=[O:19]>CN(C=O)C.[Zn]>[CH3:1][C:2]1([CH3:35])[CH:4]([CH:5]=[C:6]([Cl:11])[C:7]([F:8])([F:9])[F:10])[CH:3]1[C:18]([O:20][CH2:21][C:22]1[CH:27]=[CH:26][CH:25]=[C:24]([C:28]2[CH:29]=[CH:30][CH:31]=[CH:32][CH:33]=2)[C:23]=1[CH3:34])=[O:19]. Procedure details: To a solution of 170 mg (0.0307 mmol) of (2-methyl-3-phenylphenyl)methyl 2,2-dimethyl-3-(1-methyloxy-2,2-dichloro-3,3,3-trifluoropropyl)cyclopropane carboxylate obtained in Example 15 and dissolved in 0.5 ml of DMF, 21 mg (0.32 mmol) of zinc powder was added, and the mixture was stirred at 50° C. for 1 hour. The subsequent operation was conducted in the same manner as in Reference Example 9, whereby 123 mg of (2-methyl-3-phenylphenyl)methyl 2,2-dimethyl-3-(2-chloro-3,3,3-trifluoro-1-propenyl)cyc... Reactants: C(C)OC(CCCC1CCN(CC1)CCC=C1C2=C(CCC3=C1C=CC=C3)C=CC=C2)=O (4-(1-(3-(10,11-dihydro-5H-dibenzo[a,d]cyclohepten-5-ylidene)-1-propyl)piperidin-4-yl)butyric acid ethyl ester), C(C)O (ethanol), [OH-].[Na+] (sodium hydroxide). Run at time 3 day. Yields the product C(C(=O)O)(=O)O.C1=CC=CC=2C(C3=C(CCC21)C=CC=C3)=CCCN3CCC(CC3)CCCC(=O)O (4-(1-(3-(10,11-Dihydro-5H-dibenzo[a,d]cyclohepten-5-ylidene)-1-propyl)piperidin-4-yl)-butyric acid hydrogen oxalate). Yield: 77.0%. RXN SMILES: C([O:3][C:4](=[O:32])[CH2:5][CH2:6][CH2:7][CH:8]1[CH2:13][CH2:12][N:11]([CH2:14][CH2:15][CH:16]=[C:17]2[C:23]3[CH:24]=[CH:25][CH:26]=[CH:27][C:22]=3[CH2:21][CH2:20][C:19]3[CH:28]=[CH:29][CH:30]=[CH:31][C:18]2=3)[CH2:10][CH2:9]1)C.[OH-:33].[Na+].C([OH:37])C>>[C:4]([OH:3])(=[O:32])[C:5]([OH:37])=[O:33].[CH:27]1[C:22]2[CH2:21][CH2:20][C:19]3[CH:28]=[CH:29][CH:30]=[CH:31][C:18]=3[C:17](=[CH:16][CH2:15][CH2:14][N:11]3[CH2:10][CH2:9][CH:8]([CH2:7][CH2:6][CH2:5][C:4]([OH:32])=[O:3])[CH2:13][CH2:12]3)[C:23]=2[CH:24]=[CH:25][CH:26]=1 |f:1.2,4.5|. Reported procedure: The above ester (6.7 g, 15.9 mmol) was dissolved in ethanol (30 ml) and 20% sodium hydroxide (10 ml) was added. After stirring for 3 days, ethanol was evaporated in vacuo, water (50 ml) and diethyl ether (50 ml) were added and the phases were separated. The water phase was treated with acetic acid and extracted with dichloromethane. The organic phase was dried (MgSO4) and the solvent was evaporated in vacuo. The residue (7.0 g) was dissolved in acetone (30 ml) and treated with a solution of oxal...